Task: describe an organic reaction: reactants, conditions, products, and yield. Dataset: the Open Reaction Database (ORD), a public repository of structured organic reaction records Starting materials: Nc1cccc(-c2c(Cc3ccccc3)cnc3c(C(F)(F)F)cccc23)c1, O=Cc1cccc2ccccc12. The product is FC(F)(F)c1cccc2c(-c3cccc(NCc4cccc5ccccc45)c3)c(Cc3ccccc3)cnc12. Reaction SMILES: [CH2:1]([c:2]1[cH:3][cH:4][cH:5][cH:6][cH:7]1)[c:8]1[cH:9][n:10][c:11]2[c:12]([C:25]([F:26])([F:27])[F:28])[cH:13][cH:14][cH:15][c:16]2[c:17]1-[c:18]1[cH:19][c:20]([NH2:24])[cH:21][cH:22][cH:23]1.[c:29]1([CH:39]=[O:40])[cH:30][cH:31][cH:32][c:33]2[cH:34][cH:35][cH:36][cH:37][c:38]12>>[CH2:1]([c:2]1[cH:3][cH:4][cH:5][cH:6][cH:7]1)[c:8]1[cH:9][n:10][c:11]2[c:12]([C:25]([F:26])([F:27])[F:28])[cH:13][cH:14][cH:15][c:16]2[c:17]1-[c:18]1[cH:19][c:20]([NH:24][CH2:39][c:29]2[cH:30][cH:31][cH:32][c:33]3[cH:34][cH:35][cH:36][cH:37][c:38]23)[cH:21][cH:22][cH:23]1. The reactants are CC(C)CC(CC(=O)O)C(=O)OCc1ccccc1, ClCCl, NC1CCCCC1. Yields the product CC(C)CC(CC(=O)NC1CCCCC1)C(=O)OCc1ccccc1. Reaction SMILES: [C:1](=[O:2])([OH:3])[CH2:4][CH:5]([C:6](=[O:7])[O:8][CH2:9][c:10]1[cH:11][cH:12][cH:13][cH:14][cH:15]1)[CH2:16][CH:17]([CH3:18])[CH3:19].[CH2:27]([Cl:28])[Cl:29].[NH2:20][CH:21]1[CH2:22][CH2:23][CH2:24][CH2:25][CH2:26]1>>[C:1](=[O:3])([CH2:4][CH:5]([C:6](=[O:7])[O:8][CH2:9][c:10]1[cH:11][cH:12][cH:13][cH:14][cH:15]1)[CH2:16][CH:17]([CH3:18])[CH3:19])[NH:20][CH:21]1[CH2:22][CH2:23][CH2:24][CH2:25][CH2:26]1.